Dataset: the Open Reaction Database (ORD), a public repository of structured organic reaction records. Task: describe an organic reaction: reactants, conditions, products, and yield The reactants are BrC1=NN(C2=CC=C(C=C12)C(=O)N[C@H]1CN(CCC1)C(=O)OC(C)(C)C)C(C1=CC=CC=C1)(C1=CC=CC=C1)C1=CC=CC=C1 ((R)-tert-butyl 3-(3-bromo-1-trityl-1H-indazole-5-carboxamido)piperidine-1-carboxylate), O1CCC2=C1C=CC(=C2)B(O)O (2,3-dihydrobenzofuran-5-ylboronic acid). The reagents and catalysts are C=1C=CC(=CC1)[P](C=2C=CC=CC2)(C=3C=CC=CC3)[Pd]([P](C=4C=CC=CC4)(C=5C=CC=CC5)C=6C=CC=CC6)([P](C=7C=CC=CC7)(C=8C=CC=CC8)C=9C=CC=CC9)[P](C=1C=CC=CC1)(C=1C=CC=CC1)C=1C=CC=CC1 (tetrakis(triphenylphosphine)palladium). Run at temperature 80 celsius. Yields the product O1CCC2=C1C=CC(=C2)C2=NN(C1=CC=C(C=C21)C(=O)N[C@H]2CN(CCC2)C(=O)OC(C)(C)C)C(C2=CC=CC=C2)(C2=CC=CC=C2)C2=CC=CC=C2 ((R)-tert-butyl 3-(3-(2,3-dihydrobenzofuran-5-yl)-1-trityl-1H-indazole-5-carboxamido)piperidine-1-carboxylate). Reaction SMILES: Br[C:2]1[C:10]2[C:5](=[CH:6][CH:7]=[C:8]([C:11]([NH:13][C@@H:14]3[CH2:19][CH2:18][CH2:17][N:16]([C:20]([O:22][C:23]([CH3:26])([CH3:25])[CH3:24])=[O:21])[CH2:15]3)=[O:12])[CH:9]=2)[N:4]([C:27]([C:40]2[CH:45]=[CH:44][CH:43]=[CH:42][CH:41]=2)([C:34]2[CH:39]=[CH:38][CH:37]=[CH:36][CH:35]=2)[C:28]2[CH:33]=[CH:32][CH:31]=[CH:30][CH:29]=2)[N:3]=1.[O:46]1[C:50]2[CH:51]=[CH:52][C:53](B(O)O)=[CH:54][C:49]=2[CH2:48][CH2:47]1>C1C=CC([P]([Pd]([P](C2C=CC=CC=2)(C2C=CC=CC=2)C2C=CC=CC=2)([P](C2C=CC=CC=2)(C2C=CC=CC=2)C2C=CC=CC=2)[P](C2C=CC=CC=2)(C2C=CC=CC=2)C2C=CC=CC=2)(C2C=CC=CC=2)C2C=CC=CC=2)=CC=1>[O:46]1[C:50]2[CH:51]=[CH:52][C:53]([C:2]3[C:10]4[C:5](=[CH:6][CH:7]=[C:8]([C:11]([NH:13][C@@H:14]5[CH2:19][CH2:18][CH2:17][N:16]([C:20]([O:22][C:23]([CH3:26])([CH3:25])[CH3:24])=[O:21])[CH2:15]5)=[O:12])[CH:9]=4)[N:4]([C:27]([C:40]4[CH:45]=[CH:44][CH:43]=[CH:42][CH:41]=4)([C:34]4[CH:39]=[CH:38][CH:37]=[CH:36][CH:35]=4)[C:28]4[CH:33]=[CH:32][CH:31]=[CH:30][CH:29]=4)[N:3]=3)=[CH:54][C:49]=2[CH2:48][CH2:47]1 |^1:61,63,82,101|. Procedure details: (R)-tert-butyl 3-(3-bromo-1-trityl-1H-indazole-5-carboxamido)piperidine-1-carboxylate (650 mg, 1 mmol) was added to a vial containing 2,3-dihydrobenzofuran-5-ylboronic acid (180 mg, 1.1 mmol) and tetrakis(triphenylphosphine)palladium (58 mg, 0.05 mmol). After purging the vial with nitrogen gas, dioxane (3 mL) and 2M sodium carbonate (1.5 mL) was added to the vial respectively. The reaction mixture was stirred and was heated to 80° C. for overnight. Upon completion, the mixture was concentrated u... The reactants are FC1=C(C=C(C(=C1)Cl)OC1CCCC1)N1C(C2=C(C1=O)CCCC2)=O (N-(2-Fluoro-4-chloro-5-cyclopentyloxyphenyl)-3,4,5,6-tetrahydrophthalimide), C(C#C)N (propargylamine). The solvent is C1=CC=CC=C1 (benzene). Conditions: time 8 hour. Product: FC1=C(C=C(C(=C1)Cl)OC1CCCC1)NC(C1=C(C(=O)NCC#C)CCCC1)=O (N-(2-fluoro-4-chloro-5-cyclopentyloxyphenyl)-N'-propargyl-3,4,5,6-tetrahydrophthalamide). Isolated yield 31.8%. Reaction SMILES: [F:1][C:2]1[CH:7]=[C:6]([Cl:8])[C:5]([O:9][CH:10]2[CH2:14][CH2:13][CH2:12][CH2:11]2)=[CH:4][C:3]=1[N:15]1[C:19](=[O:20])[C:18]2[CH2:21][CH2:22][CH2:23][CH2:24][C:17]=2[C:16]1=[O:25].[CH2:26]([NH2:29])[C:27]#[CH:28]>C1C=CC=CC=1>[F:1][C:2]1[CH:7]=[C:6]([Cl:8])[C:5]([O:9][CH:10]2[CH2:11][CH2:12][CH2:13][CH2:14]2)=[CH:4][C:3]=1[NH:15][C:16](=[O:25])[C:17]1[CH2:24][CH2:23][CH2:22][CH2:21][C:18]=1[C:19]([NH:29][CH2:26][C:27]#[CH:28])=[O:20]. Procedure details: N-(2-Fluoro-4-chloro-5-cyclopentyloxyphenyl)-3,4,5,6-tetrahydrophthalimide (1.00 g, 2.75 mmol), propargylamine (0.180 g, 3.27 mmol), and benzene (25 ml) as a solvent were placed into a round bottom flask (50 cc) and stirred overnight at room temperature. After completion of the reaction, the solvent was distilled off under reduced pressure, and the resulting crude product was recrystallized from chloroform/hexane to obtain N-(2-fluoro-4-chloro-5-cyclopentyloxyphenyl)-N'-propargyl-3,4,5,6-tetrahy... Reactants: O=C1NC(Cc2ccccc2)CO1, C1CCOC1, [Li]CCCC, O=C(Cl)CCC1CCCC1. The product is O=C(CCC1CCCC1)N1C(=O)OCC1Cc1ccccc1. As a reaction SMILES: [CH2:1]([c:2]1[cH:3][cH:4][cH:5][cH:6][cH:7]1)[CH:8]1[NH:9][C:10](=[O:13])[O:11][CH2:12]1.[CH2:29]1[O:30][CH2:31][CH2:32][CH2:33]1.[CH3:14][CH2:15][CH2:16][CH2:17][Li:18].[CH:19]1([CH2:24][CH2:25][C:26](=[O:27])[Cl:28])[CH2:20][CH2:21][CH2:22][CH2:23]1>>[CH2:1]([c:2]1[cH:3][cH:4][cH:5][cH:6][cH:7]1)[CH:8]1[N:9]([C:26]([CH2:25][CH2:24][CH:19]2[CH2:20][CH2:21][CH2:22][CH2:23]2)=[O:27])[C:10](=[O:13])[O:11][CH2:12]1. Starting materials: N(=NC(=O)OCC)C(=O)OCC (diethyl azodicarboxylate), O=C1OC(=C(N1)C(F)(F)F)C(=O)OCC (ethyl 2,3-dihydro-2-oxo-4-trifluoromethyl-oxazol-5-carboxylate), C1(=CC=CC=C1)P(C1=CC=CC=C1)C1=CC=CC=C1 (triphenylphosphine), C(C#C)O (propargyl alcohol). Solvent: O1CCCC1 (tetrahydrofuran), O (water). Conditions: temperature 20 celsius, time 1 hour. Product: O=C1OC(=C(N1CC#C)C(F)(F)F)C(=O)OCC (Ethyl 2,3-dihydro-2-oxo-3-(2-propynyl)-4-trifluoromethyl-oxazol-5-carboxylate). Yield: 56.3%. Reaction SMILES: N(C(OCC)=O)=NC(OCC)=O.[O:13]=[C:14]1[NH:18][C:17]([C:19]([F:22])([F:21])[F:20])=[C:16]([C:23]([O:25][CH2:26][CH3:27])=[O:24])[O:15]1.[C:28]1(P(C2C=CC=CC=2)C2C=CC=CC=2)[CH:33]=CC=C[CH:29]=1.C(O)C#C>O.O1CCCC1>[O:13]=[C:14]1[N:18]([CH2:33][C:28]#[CH:29])[C:17]([C:19]([F:20])([F:21])[F:22])=[C:16]([C:23]([O:25][CH2:26][CH3:27])=[O:24])[O:15]1. Reported procedure: 5.4 ml of diethyl azodicarboxylate were added at 10 C to a solution of 7 g of ethyl 2,3-dihydro-2-oxo-4-trifluoromethyl-oxazol-5-carboxylate [prepared as in Patent No. EP 027,020], 70 ml of tetrahydrofuran, 8.15 g of triphenylphosphine and 3.3 ml of propargyl alcohol and the mixture was stirred for one hour at 20° C. The mixture was poured into water and was extracted with ethyl acetate, dried, filtered and concentrated. The residue was chromatographed on silica and eluted with a hexaneethyl ace... The reactants are 4-(bromomethyl)-phenoxyethyl-polystyrene, COC(C#C)=O (Propiolic acid methyl ester), [N-]=[N+]=[N-].[Na+] (sodium azide), BrCCC1=CNC2=CC=CC=C12 (3-(2-bromoethyl)indole). Solvent: CN(C(C)=O)C (N,N-dimethylacetamide). Reaction conditions: time 48 hour. Yields the product N1C=C(C2=CC=CC=C12)CCN1N=NC(=C1)C(=O)OC (Methyl 1-(2-(1H-indol-3-yl)ethyl)-1H-1,2,3-triazole-4-carboxylate). RXN SMILES: [N-:1]=[N+:2]=[N-:3].[Na+].Br[CH2:6][CH2:7][C:8]1[C:16]2[C:11](=[CH:12][CH:13]=[CH:14][CH:15]=2)[NH:10][CH:9]=1.[CH3:17][O:18][C:19](=[O:22])[C:20]#[CH:21]>CN(C)C(=O)C>[NH:10]1[C:11]2[C:16](=[CH:15][CH:14]=[CH:13][CH:12]=2)[C:8]([CH2:7][CH2:6][N:1]2[CH:21]=[C:20]([C:19]([O:18][CH3:17])=[O:22])[N:3]=[N:2]2)=[CH:9]1 |f:0.1|. Reported procedure: The resin (4-(bromomethyl)-phenoxyethyl-polystyrene HL) (5.00 g, 5.5 mmol) was suspended in N,N-dimethylacetamide (DMA) (30 ml), sodium azide (178 g, 27.5 mmol, 5 eq.) was added and the mixture was stirred at RT for 48 h. The resin was filtered off, washed with methanol and dried. The resin was suspended in DMA (100 ml) again, 3-(2-bromoethyl)indole (0.60 g, 2.67 mmol) was added and the mixture was stirred at RT for 5 d. Propiolic acid methyl ester (0.24 ml, 2.67 mmol) was then added, the mixtur...